From a dataset of the Open Reaction Database (ORD), a public repository of structured organic reaction records. describe an organic reaction: reactants, conditions, products, and yield The reactants are FC(C1=NC2=CC=CC=C2C=C1)(F)F (2-(Trifluoromethyl)quinoline), C(=O)(C(F)(F)F)O (CF3COOH). The reagents and catalysts are [Ru] (ruthenium on alumina). Solvent: O1CCCC1 (tetrahydrofuran). Yields the product FC(C1NC2CCCCC2CC1)(F)F (2-(Trifluoromethyl)-decahydroquinoline). Reaction SMILES: [F:1][C:2]([F:14])([F:13])[C:3]1[CH:12]=[CH:11][C:10]2[C:5](=[CH:6][CH:7]=[CH:8][CH:9]=2)[N:4]=1.C(O)(C(F)(F)F)=O>O1CCCC1.[Ru]>[F:14][C:2]([F:1])([F:13])[CH:3]1[CH2:12][CH2:11][CH:10]2[CH:5]([CH2:6][CH2:7][CH2:8][CH2:9]2)[NH:4]1. Procedure: 15 g (0.076 mol) of 2-(Trifluoromethyl)quinoline [prepared from quinoline-2-carboxylic acid according to M. S. Raasch, J. Org. Chem. 27, 1406 (1962)] were hydrogenated in 100 ml of tetrahydrofuran on 2.5 g of ruthenium on alumina (about 10% RU content) at 180° C. for 8 h at an H2 pressure of 80-100 bar in a 0.3 1 V4A autoclave. After filtration, the THF was stripped off and the crude product was fractionated in a water pump vacuum by means of a microdistillation apparatus. B.p.16 (main fraction)... Starting materials: Cc1cc(O)cc(C(C)C)c1, O=C(O)CCl, [K+], [Na], [OH-], O. The product is Cc1cc(OCC(=O)O)cc(C(C)C)c1. RXN SMILES: [CH:1]([CH3:2])([CH3:3])[c:4]1[cH:5][c:6]([OH:11])[cH:7][c:8]([CH3:10])[cH:9]1.[Cl:13][CH2:14][C:15](=[O:16])[OH:17].[K+:19].[Na:12].[OH-:18].[OH2:20]>>[CH:1]([CH3:2])([CH3:3])[c:4]1[cH:5][c:6]([O:11][CH2:14][C:15](=[O:16])[OH:17])[cH:7][c:8]([CH3:10])[cH:9]1. Starting materials: NCC(CC)O (1-Amino-2-butanol), C1(CCCCC1)=O (cyclohexanone), [H][H] (hydrogen). Reagents/catalysts: [C].[Pd] (palladium-carbon). Solvent: C(C)O (ethanol). Run at time 1 day. Product: OC(CNC1CCCCC1)CC (N-(2-hydroxybutyl)-N-cyclohexylamine). Yield: 96.8%. RXN SMILES: [NH2:1][CH2:2][CH:3]([OH:6])[CH2:4][CH3:5].[C:7]1(=O)[CH2:12][CH2:11][CH2:10][CH2:9][CH2:8]1.[H][H]>C(O)C.[C].[Pd]>[OH:6][CH:3]([CH2:4][CH3:5])[CH2:2][NH:1][CH:7]1[CH2:12][CH2:11][CH2:10][CH2:9][CH2:8]1 |f:4.5|. Procedure: 1-Amino-2-butanol (120 g) is added dropwise into a solution of cyclohexanone (132 g) in ethanol (600 ml) at room temperature, and the mixture is stirred at room temperature for one day. To the reaction solution is added 10% palladium-carbon (6 g), and the mixture is subjected to catalytic hydrogenation at 60° C. under 4 atms of hydrogen gas. The catalyst is removed by filtration, and the filtrate is concentrated under reduced pressure, and distilled under reduced pressure to give N-(2-hydroxybut... Starting materials: [N+](=O)([O-])C1=CC=2C(=NC(N2)=O)C=C1 (5-nitrobenzimidazolone), [N+](=O)([O-])C1=CC=2C(=NC(N2)=O)C=C1 (5-nitrobenzimidazolone), [H][H] (hydrogen), [H][H] (hydrogen). The reagents and catalysts are N.O[V](=O)=O (ammonium vanadate), [O-2].[O-2].[Ti+4] (titanium dioxide), [Pd] (palladium). Solvent: O (water). Reaction conditions: temperature 60 celsius, time 34 hour. Product: NC1=CC=2C(=NC(N2)=O)C=C1 (5-aminobenzimidazolone). Yield: 80.3%. RXN SMILES: [N+:1]([C:4]1[CH:13]=[CH:12][C:7]2=[N:8][C:9](=[O:11])[N:10]=[C:6]2[CH:5]=1)([O-])=O.[H][H]>N.O[V](=O)=O.[O-2].[O-2].[Ti+4].[Pd].O>[NH2:1][C:4]1[CH:13]=[CH:12][C:7]2=[N:8][C:9](=[O:11])[N:10]=[C:6]2[CH:5]=1 |f:2.3,4.5.6|. Procedure: 0.001 g of ammonium vanadate and 0.5 g of titanium dioxide extrudate containing 1% by weight of metallic palladium and having a particle size of 3 mm (from Johnson Matthey) are added to a suspension consisting of 50 ml of water and 1.8 g of 5-nitrobenzimidazolone. After displacing the air with nitrogen, the latter is replaced by hydrogen at atmospheric pressure and the suspension is stirred at 60° C. for 34 hours. During this time, 102% of the theoretical amount of hydrogen, based on the 5-nitro... The reactants are C(C)C(C(C(C(=O)O)=COCC)=O)CC.C(C)OC=C(C(=O)CC(=O)OCC)CC (ethyl 2-(ethoxymethylene)butyrylacetate (ethyl 2-ethoxymethylene-3-oxohexanoate)), ClC1=NC(=NC(=C1)NCC1=CC=C(C=C1)OC)NN (4-chloro-2-hydrazino-6-(4-methoxybenzyl)aminopyrimidine). The product is ClC1=NC(=NC(=C1)NCC1=CC=C(C=C1)OC)N1N=CC(=C1CCC)C(=O)OCC (Ethyl 1-[4-chloro-6-(4-methoxybenzyl)amino-2-pyrimidinyl]-5-propyl-4-pyrazolecarboxylate). The yield is 141.0%. As a reaction SMILES: C([CH:3]([CH2:14][CH3:15])[C:4](=O)[C:5](=[CH:9][O:10][CH2:11][CH3:12])[C:6](O)=O)C.C([O:18]C=C(CC)C(CC(OCC)=O)=O)C.[Cl:31][C:32]1[CH:37]=[C:36]([NH:38][CH2:39][C:40]2[CH:45]=[CH:44][C:43]([O:46][CH3:47])=[CH:42][CH:41]=2)[N:35]=[C:34]([NH:48][NH2:49])[N:33]=1>>[Cl:31][C:32]1[CH:37]=[C:36]([NH:38][CH2:39][C:40]2[CH:41]=[CH:42][C:43]([O:46][CH3:47])=[CH:44][CH:45]=2)[N:35]=[C:34]([N:48]2[C:4]([CH2:3][CH2:14][CH3:15])=[C:5]([C:9]([O:10][CH2:11][CH3:12])=[O:18])[CH:6]=[N:49]2)[N:33]=1 |f:0.1|. Procedure details: Using 1.11 g of ethyl 2-(ethoxymethylene)butyrylacetate (ethyl 2-ethoxymethylene-3-oxohexanoate) and 1.32 g of 4-chloro-2-hydrazino-6-(4-methoxybenzyl)aminopyrimidine, the same reaction and after-treatment of Example 83-(1) were carried out to obtain 1.57 g of the title compound as a milk white solid. Reactants: CCOC(=O)c1cc(Br)ccc1Cl, O=C([O-])[O-], CC1(C)OB(C2CC2)OC1(C)C, [Cs+], [Cs+], C1COCCO1, O. Yields the product CCOC(=O)c1cc(C2CC2)ccc1Cl. RXN SMILES: [Br:1][c:2]1[cH:3][cH:4][c:5]([Cl:13])[c:6]([C:7](=[O:8])[O:9][CH2:10][CH3:11])[cH:12]1.[C:26](=[O:27])([O-:28])[O-:29].[CH:14]1([B:17]2[O:18][C:19]([CH3:20])([CH3:21])[C:22]([CH3:23])([CH3:24])[O:25]2)[CH2:15][CH2:16]1.[Cs+:30].[Cs+:31].[O:32]1[CH2:33][CH2:34][O:35][CH2:36][CH2:37]1.[OH2:38]>>[c:2]1([CH:14]2[CH2:15][CH2:16]2)[cH:3][cH:4][c:5]([Cl:13])[c:6]([C:7](=[O:8])[O:9][CH2:10][CH3:11])[cH:12]1. The reactants are CCCC(C)O, Clc1ccc2nncc(Cl)c2c1, Cc1cc(F)c(N)cc1O. The product is Cl, Cc1cc(F)c(Nc2cnnc3ccc(Cl)cc23)cc1O. As a reaction SMILES: [CH3:23][CH:24]([OH:25])[CH2:26][CH2:27][CH3:28].[Cl:1][c:2]1[cH:3][n:4][n:5][c:6]2[cH:7][cH:8][c:9]([Cl:12])[cH:10][c:11]12.[F:13][c:14]1[c:15]([NH2:16])[cH:17][c:18]([OH:22])[c:19]([CH3:21])[cH:20]1>>[ClH:1].[c:2]1([NH:16][c:15]2[c:14]([F:13])[cH:20][c:19]([CH3:21])[c:18]([OH:22])[cH:17]2)[cH:3][n:4][n:5][c:6]2[cH:7][cH:8][c:9]([Cl:12])[cH:10][c:11]12. Procedure details: Diisopropyl ethyl amine (84.12 g) was slowly added to a mixture of N-[4-(4-fluorophenyl)-5-(hydroxymethyl)-6-(propan-2-yl)pyrimidin-2-yl]-N-methylmethanesulfonamide (commercially available; 100 g) and dimethyl aminopyridine (5 g) and diphenyl chlorophosphate (123.2 g) in dichloromethane (500 mL) at 0° C. to 5° C. The reaction mixture was stirred for 30 minutes at the same temperature to give [4-(4-fluorophenyl)-2-[methyl(methylsulfonyl)amino]-6-(propan-2-yl)pyrimidin-5-yl]methyl diphenyl phospha... The reactants are P(=O)(OC1=CC=CC=C1)(OC1=CC=CC=C1)Cl (diphenyl chlorophosphate), C(C)(C)N(CC)C(C)C (Diisopropyl ethyl amine), FC1=CC=C(C=C1)C1=NC(=NC(=C1CO)C(C)C)N(S(=O)(=O)C)C (N-[4-(4-fluorophenyl)-5-(hydroxymethyl)-6-(propan-2-yl)pyrimidin-2-yl]-N-methylmethanesulfonamide), CC1=C(C(=NC=C1)N)C (dimethyl aminopyridine). As a reaction SMILES: C(N(C(C)C)CC)(C)C.[F:10][C:11]1[CH:16]=[CH:15][C:14]([C:17]2[C:22]([CH2:23][OH:24])=[C:21]([CH:25]([CH3:27])[CH3:26])[N:20]=[C:19]([N:28]([CH3:33])[S:29]([CH3:32])(=[O:31])=[O:30])[N:18]=2)=[CH:13][CH:12]=1.CC1C=CN=C(N)C=1C.[P:43](Cl)([O:52][C:53]1[CH:58]=[CH:57][CH:56]=[CH:55][CH:54]=1)([O:45][C:46]1[CH:51]=[CH:50][CH:49]=[CH:48][CH:47]=1)=[O:44]>ClCCl>[P:43]([O:45][C:46]1[CH:47]=[CH:48][CH:49]=[CH:50][CH:51]=1)([O:52][C:53]1[CH:54]=[CH:55][CH:56]=[CH:57][CH:58]=1)([O:24][CH2:23][C:22]1[C:17]([C:14]2[CH:15]=[CH:16][C:11]([F:10])=[CH:12][CH:13]=2)=[N:18][C:19]([N:28]([CH3:33])[S:29]([CH3:32])(=[O:31])=[O:30])=[N:20][C:21]=1[CH:25]([CH3:27])[CH3:26])=[O:44]. Yields the product P(=O)(OCC=1C(=NC(=NC1C(C)C)N(S(=O)(=O)C)C)C1=CC=C(C=C1)F)(OC1=CC=CC=C1)OC1=CC=CC=C1 ([4-(4-fluorophenyl)-2-[methyl(methylsulfonyl)amino]-6-(propan-2-yl)pyrimidin-5-yl]methyl diphenyl phosphate). Run at time 30 minute. Solvent: ClCCl (dichloromethane). Starting materials: [BH4-], NCCc1ccccc1, CO, [Na+], O=Cc1ccc(O)cc1. The product is Oc1ccc(CNCCc2ccccc2)cc1. Reaction SMILES: [BH4-:19].[CH2:10]([CH2:11][c:12]1[cH:13][cH:14][cH:15][cH:16][cH:17]1)[NH2:18].[CH3:21][OH:22].[Na+:20].[OH:1][c:2]1[cH:3][cH:4][c:5]([CH:6]=[O:7])[cH:8][cH:9]1>>[OH:1][c:2]1[cH:3][cH:4][c:5]([CH2:6][NH:18][CH2:10][CH2:11][c:12]2[cH:13][cH:14][cH:15][cH:16][cH:17]2)[cH:8][cH:9]1. Reaction SMILES: [CH3:19][C:20]#[N:21].[ClH:18].[O:1]1[CH2:3][CH2:2][O:4][C:5]12[CH2:6][CH2:7][CH:8]([CH:11]([CH2:12][CH3:13])[NH:14][C:15]([CH3:16])=[O:17])[CH2:9][CH2:10]2>>[O:4]=[C:5]1[CH2:6][CH2:7][CH:8]([CH:11]([CH2:12][CH3:13])[NH:14][C:15]([CH3:16])=[O:17])[CH2:9][CH2:10]1. The product is CCC(NC(C)=O)C1CCC(=O)CC1. The reactants are CC#N, Cl, CCC(NC(C)=O)C1CCC2(CC1)OCCO2.